This data is from the Open Reaction Database (ORD), a public repository of structured organic reaction records. The task is: describe an organic reaction: reactants, conditions, products, and yield The reactants are ClC1=C(NC=2C(=CSC2)CO)C(=CC=C1)Cl (4-(2,6-dichloroanilino)-3-thiophenmethanol), Cl (hydrochloric acid). Conditions: time 8 hour. Yields the product ClC1=C(NC2=CSC=C2CCl)C(=CC=C1)Cl (3-(2,6-dichloroanilino)-4-chloromethylthiophen). As a reaction SMILES: [Cl:1][C:2]1[CH:15]=[CH:14][CH:13]=[C:12]([Cl:16])[C:3]=1[NH:4][C:5]1[C:6]([CH2:10]O)=[CH:7][S:8][CH:9]=1.[ClH:17]>>[Cl:1][C:2]1[CH:15]=[CH:14][CH:13]=[C:12]([Cl:16])[C:3]=1[NH:4][C:5]1[C:6]([CH2:10][Cl:17])=[CH:7][S:8][CH:9]=1. Procedure: 27.4 g (0.1 mole) of 4-(2,6-dichloroanilino)-3-thiophenmethanol are dissolved in 800 ml of concentrated aqueous hydrochloric acid, and the solution is left to stand for eight hours, poured onto ice and extracted with toluene. The organic phase is washed with sodium bicarbonate solution, dried and concentrated. Recrystallization of the residue from petroleum ether gives 3-(2,6-dichloroanilino)-4-chloromethylthiophen (m. 89° to 92°). Reactants: C(\C=C\C(=O)O)(=O)O (fumaric acid), C(C1CO1)OC1=CC=C(C=C1)F (4-Fluorophenyl glycidyl ether), NCCNC=1N(C(N(C(C1C)=O)C)=O)C (4-(2-aminoethylamino)-1,3,5-trimethylpyrimidine-2,6-(1H,3H)-dione), CN(C=O)C (dimethylformamide). Run in C(C)O (ethanol), C(C)(=O)OCC (ethyl acetate). Conditions: time 2 day. Yields the product C(\C=C\C(=O)OC(COC1=CC=C(C=C1)F)CNCCNC1=C(C(N(C(N1C)=O)C)=O)C)(=O)O (1-(4-Fluorophenoxy)-3-[2-(1,3,5-trimethylpyrimidine-2,4-dion-6-ylamino)-ethylamino]-propan-2-ol hydrogen fumarate). As a reaction SMILES: [CH2:1]([O:5][C:6]1[CH:11]=[CH:10][C:9]([F:12])=[CH:8][CH:7]=1)[CH:2]1O[CH2:3]1.[NH2:13][CH2:14][CH2:15][NH:16][C:17]1[N:18]([CH3:27])[C:19](=[O:26])[N:20]([CH3:25])[C:21](=[O:24])[C:22]=1[CH3:23].CN(C)C=O.[C:33]([OH:40])(=[O:39])/[CH:34]=[CH:35]/[C:36]([OH:38])=[O:37]>C(O)C.C(OCC)(=O)C>[C:33]([OH:40])(=[O:39])/[CH:34]=[CH:35]/[C:36]([O:38][CH:2]([CH2:3][NH:13][CH2:14][CH2:15][NH:16][C:17]1[N:18]([CH3:27])[C:19](=[O:26])[N:20]([CH3:25])[C:21](=[O:24])[C:22]=1[CH3:23])[CH2:1][O:5][C:6]1[CH:11]=[CH:10][C:9]([F:12])=[CH:8][CH:7]=1)=[O:37]. Reported procedure: 3.36 g. 4-Fluorophenyl glycidyl ether and 8.5 g. 4-(2-aminoethylamino)-1,3,5-trimethylpyrimidine-2,6-(1H,3H)-dione are dissolved in 10 ml. dimethylformamide and left to stand for 2 days at ambient temperature. The reaction mixture is then poured into 100 ml. water, extracted with methylene chloride, dried and evaporated. The viscous oil obtained is separated by column chromatography using silica gel and, as elution agent, methylene chloride-ammonia-saturated methanol (20:1 v/v). The product obta... Starting materials: C(C)(C)(C)OC(NC1=NC(=C(C=C1)NS(=O)(=O)C1=CC=CC=C1)C#CC1=CC=CC=C1)=O (tert-butyl-N-[5-(benzenesulfonamido)-6-(2-phenylethynyl)pyridin-2-yl]-carbamate), C(Cl)Cl.C(=O)(C(F)(F)F)O (DCM TFA). Run in C(Cl)Cl (DCM). Run at time 2 hour. Product: NC1=CC=C(C(=N1)C#CC1=CC=CC=C1)NS(=O)(=O)C1=CC=CC=C1 (N-[6-amino-2-(2-phenylethynyl)pyridin-3-yl]benzenesulfonamide). Reaction SMILES: C(OC(=O)[NH:7][C:8]1[CH:13]=[CH:12][C:11]([NH:14][S:15]([C:18]2[CH:23]=[CH:22][CH:21]=[CH:20][CH:19]=2)(=[O:17])=[O:16])=[C:10]([C:24]#[C:25][C:26]2[CH:31]=[CH:30][CH:29]=[CH:28][CH:27]=2)[N:9]=1)(C)(C)C.C(Cl)Cl.C(O)(C(F)(F)F)=O>C(Cl)Cl>[NH2:7][C:8]1[N:9]=[C:10]([C:24]#[C:25][C:26]2[CH:31]=[CH:30][CH:29]=[CH:28][CH:27]=2)[C:11]([NH:14][S:15]([C:18]2[CH:23]=[CH:22][CH:21]=[CH:20][CH:19]=2)(=[O:17])=[O:16])=[CH:12][CH:13]=1 |f:1.2|. Procedure: A mixture of tert-butyl-N-[5-(benzenesulfonamido)-6-(2-phenylethynyl)pyridin-2-yl]-carbamate C5a (37 mg, 0.08 mmol) and DCM:TFA (9:1, 4 ml) is stirred at RT for 2 h. The mixture is diluted with DCM and extracted with a saturated aqueous solution of NaHCO3. The combined organic layers are dried over MgSO4 and concentrated in vacuo. The crude D5a (27 mg) is used in the next step without further purification. The reactants are C(#N)C=1C=C(C=CC1)N(CCCO)CCCCC1=CC=C(C=C1)[N+](=O)[O-] (3-[[3-cyanophenyl][4-(4-nitrophenyl)butyl]amino]-1-propanol), [H][H] (hydrogen). The reagents and catalysts are [OH-].[OH-].[Pd+2] (Pd(OH)2). Run in CO (methanol). The product is NCC=1C=C(C=CC1)N(CCCO)CCCCC1=CC=C(C=C1)N (3-[[3-(aminomethyl)phenyl][4-(4-aminophenyl)butyl]amino]-1-propanol). Isolated yield 100.3%. Reaction SMILES: [C:1]([C:3]1[CH:4]=[C:5]([N:9]([CH2:14][CH2:15][CH2:16][CH2:17][C:18]2[CH:23]=[CH:22][C:21]([N+:24]([O-])=O)=[CH:20][CH:19]=2)[CH2:10][CH2:11][CH2:12][OH:13])[CH:6]=[CH:7][CH:8]=1)#[N:2].[H][H]>CO.[OH-].[OH-].[Pd+2]>[NH2:2][CH2:1][C:3]1[CH:4]=[C:5]([N:9]([CH2:14][CH2:15][CH2:16][CH2:17][C:18]2[CH:19]=[CH:20][C:21]([NH2:24])=[CH:22][CH:23]=2)[CH2:10][CH2:11][CH2:12][OH:13])[CH:6]=[CH:7][CH:8]=1 |f:3.4.5|. Procedure details: Part E. 3-[[3-cyanophenyl][4-(4-nitrophenyl)butyl]amino]-1-propanol (1.4 gm, 3.96 mmol) was dissolved in 25 mL of methanol, followed by the addition of 0.14 gm of 20% Pd(OH)2 /C and placed under a balloon of hydrogen for 2.5 hours. The resulting solution was filtered through a pad of celite and the volatiles removed under vacuum to give the title compound as a clear semi-solid 1.30 gm, (100%) MS m/e 328.3 (M+H)+ 1 H NMR (CD3OD) 1.60 (br s, 4H), 1.78 (m, 2H), 2.54 (br s, 2H), 3.32 (s, 2H), 3.42 (...